Dataset: the Open Reaction Database (ORD), a public repository of structured organic reaction records. Task: describe an organic reaction: reactants, conditions, products, and yield The reactants are COc1ncc(Br)cc1N, CC(O)C(=O)O, ClCCl, CC(C)=C(Cl)N(C)C. Yields the product COc1ncc(Br)cc1NC(=O)C(C)O. As a reaction SMILES: [Br:15][c:16]1[cH:17][c:18]([NH2:24])[c:19]([O:22][CH3:23])[n:20][cH:21]1.[CH3:1][CH:2]([OH:3])[C:4]([OH:5])=[O:6].[Cl:25][CH2:26][Cl:27].[Cl:7][C:8]([N:9]([CH3:10])[CH3:11])=[C:12]([CH3:13])[CH3:14]>>[CH3:1][CH:2]([OH:3])[C:4](=[O:6])[NH:24][c:18]1[cH:17][c:16]([Br:15])[cH:21][n:20][c:19]1[O:22][CH3:23]. Reported procedure: In like manner to N2,N4-bis(3-hydroxyphenyl)-5-fluoro-2,4-pyrimidinediamine, 2,4-dichloro-5-fluoropyrimidine and 3-hydroxy-4-methoxylaniline were reacted to yield N2,N4-bis(3-hydroxy-4-methoxyphenyl)-5-fluoro-2,4-pyrimidinediamine. 1H NMR (CD3OD): δ 7.82 (d, 1H J=4 Hz), 7.18 (m, 2H), 6.95 (m, 2H), 6.83 (m, 2H) 3.93 (s, 6H); LCMS: ret. time: 16.63 min.; purity: 97%; MS (m/e): 373 (MH+). The reactants are ClC1=NC=C(C(=N1)Cl)F (2,4-dichloro-5-fluoropyrimidine), OC=1C=C(N)C=CC1OC (3-hydroxy-4-methoxylaniline). Product: OC=1C=C(C=CC1OC)NC1=NC=C(C(=N1)NC1=CC(=C(C=C1)OC)O)F (N2,N4-bis(3-hydroxy-4-methoxyphenyl)-5-fluoro-2,4-pyrimidinediamine). Reaction SMILES: Cl[C:2]1[N:7]=[C:6](Cl)[C:5]([F:9])=[CH:4][N:3]=1.[OH:10][C:11]1[CH:12]=[C:13]([CH:15]=[CH:16][C:17]=1[O:18][CH3:19])[NH2:14]>>[OH:10][C:11]1[CH:12]=[C:13]([NH:14][C:2]2[N:7]=[C:6]([NH:14][C:13]3[CH:15]=[CH:16][C:17]([O:18][CH3:19])=[C:11]([OH:10])[CH:12]=3)[C:5]([F:9])=[CH:4][N:3]=2)[CH:15]=[CH:16][C:17]=1[O:18][CH3:19].